This data is from the Open Reaction Database (ORD), a public repository of structured organic reaction records. The task is: describe an organic reaction: reactants, conditions, products, and yield Starting materials: O (water), BrC1=C(C=O)C=CC=C1 (2-bromobenzaldehyde), CC1(OB(OC1(C)C)C=1C=NNC1)C (4-(4,4,5,5-tetramethyl-1,3,2-dioxaborolan-2-yl)-1H-pyrazole), C(=O)([O-])[O-].[Na+].[Na+] (Na2CO3). The reagents and catalysts are C=1C=CC(=CC1)[P](C=2C=CC=CC2)(C=3C=CC=CC3)[Pd]([P](C=4C=CC=CC4)(C=5C=CC=CC5)C=6C=CC=CC6)([P](C=7C=CC=CC7)(C=8C=CC=CC8)C=9C=CC=CC9)[P](C=1C=CC=CC1)(C=1C=CC=CC1)C=1C=CC=CC1 (Pd(PPh3)4). The solvent is CCOC(=O)C (EtOAc), CN(C)C=O (DMF). Conditions: temperature 100 celsius. The product is N1N=CC(=C1)C1=C(C=O)C=CC=C1 (2-(1H-pyrazol-4-yl)-benzaldehyde). Yield: 39.4%. RXN SMILES: Br[C:2]1[CH:9]=[CH:8][CH:7]=[CH:6][C:3]=1[CH:4]=[O:5].CC1(C)C(C)(C)OB([C:18]2[CH:19]=[N:20][NH:21][CH:22]=2)O1.C([O-])([O-])=O.[Na+].[Na+].O>CN(C=O)C.C1C=CC([P]([Pd]([P](C2C=CC=CC=2)(C2C=CC=CC=2)C2C=CC=CC=2)([P](C2C=CC=CC=2)(C2C=CC=CC=2)C2C=CC=CC=2)[P](C2C=CC=CC=2)(C2C=CC=CC=2)C2C=CC=CC=2)(C2C=CC=CC=2)C2C=CC=CC=2)=CC=1.CCOC(C)=O>[NH:20]1[CH:19]=[C:18]([C:2]2[CH:9]=[CH:8][CH:7]=[CH:6][C:3]=2[CH:4]=[O:5])[CH:22]=[N:21]1 |f:2.3.4,^1:39,41,60,79|. Procedure details: To a solution of 2-bromobenzaldehyde (300 mg, 1.62 mmol) in DMF (10 mL) are added 4-(4,4,5,5-tetramethyl-1,3,2-dioxaborolan-2-yl)-1H-pyrazole (470 mg, 2.43 mmol), Pd(PPh3)4 (190 mg, 0.16 mmol) and 2M Na2CO3 (0.50 mL) at room temperature. The solution is heated to 100° C. for 1 hour in a microwave reactor, cooled and poured into water and EtOAc. Layers are separated and the aqueous phase extracted with EtOAc (1×10 mL). The combined organics are dried (MgSO4), filtered and are concentrated to give...